From a dataset of the Open Reaction Database (ORD), a public repository of structured organic reaction records. describe an organic reaction: reactants, conditions, products, and yield Reactants: C(C)=O (acetaldehyde), C(C)(=O)O[BH-](OC(C)=O)OC(C)=O.[Na+] (sodium triacetoxyborohydride), FC1=CC=C(C=C1)C=1NC(=CC1C1=CC=NC=C1)C1CCNCC1 (2-(4-fluorophenyl)-5-(piperidin-4-yl)-3-(4-pyridyl)-pyrrole), Compound A, C(C)(=O)O (acetic acid). Solvent: ClCCCl (1,2-dichloroethane). Reaction conditions: time 2 hour. Yields the product FC1=CC=C(C=C1)C=1NC(=CC1C1=CC=NC=C1)C1CCN(CC1)CC (2-(4-fluorophenyl)-5-(N-ethylpiperidin-4-yl)-3-(4-pyridyl)pyrrole). As a reaction SMILES: [F:1][C:2]1[CH:7]=[CH:6][C:5]([C:8]2[NH:9][C:10]([CH:19]3[CH2:24][CH2:23][NH:22][CH2:21][CH2:20]3)=[CH:11][C:12]=2[C:13]2[CH:18]=[CH:17][N:16]=[CH:15][CH:14]=2)=[CH:4][CH:3]=1.[C:25](O)(=O)[CH3:26].C(=O)C.C(O[BH-](OC(=O)C)OC(=O)C)(=O)C.[Na+]>ClCCCl>[F:1][C:2]1[CH:7]=[CH:6][C:5]([C:8]2[NH:9][C:10]([CH:19]3[CH2:24][CH2:23][N:22]([CH2:25][CH3:26])[CH2:21][CH2:20]3)=[CH:11][C:12]=2[C:13]2[CH:18]=[CH:17][N:16]=[CH:15][CH:14]=2)=[CH:4][CH:3]=1 |f:3.4|. Reported procedure: To a suspension of 2-(4-fluorophenyl)-5-(piperidin-4-yl)-3-(4-pyridyl)-pyrrole (Reference Example, 1000 mg, 3.11 mmol; hereinafter referred to as Compound A) and acetic acid (0.18 ml, 3.11 mmol) in anhydrous 1,2-dichloroethane (50 ml) under nitrogen at room temperature, acetaldehyde (0.21 ml, 3.73 mmol) and sodium triacetoxyborohydride (989 mg, 4.67 mmol) were added slowly. The resulting mixture was allowed to stir for 2 hours. The crude product was purified by flash silica gel column (MeOH—CH2C... Starting materials: BrBr (Bromine), C1(=CC=CC=C1)P(C1=CC=CC=C1)C1=CC=CC=C1 (triphenylphosphine), C(C1=CC=CC=C1)N1C(=CC(C(=C1)OCCCCCCCCCCCCCCCCCC)=O)CO (1-benzyl-2-hydroxymethyl-5-octadecyloxy-4(1H)-pyridone). Solvent: C1(=CC=CC=C1)C (toluene). Reaction conditions: time 20 minute. Yields the product Br.C(C1=CC=CC=C1)N1C(=CC(C(=C1)OCCCCCCCCCCCCCCCCCC)=O)CBr (1-Benzyl-2-bromomethyl-5-octadecyloxy-4(1H)-pyridone hydrobromide). RXN SMILES: [Br:1]Br.C1(P(C2C=CC=CC=2)C2C=CC=CC=2)C=CC=CC=1.[CH2:22]([N:29]1[CH:34]=[C:33]([O:35][CH2:36][CH2:37][CH2:38][CH2:39][CH2:40][CH2:41][CH2:42][CH2:43][CH2:44][CH2:45][CH2:46][CH2:47][CH2:48][CH2:49][CH2:50][CH2:51][CH2:52][CH3:53])[C:32](=[O:54])[CH:31]=[C:30]1[CH2:55]O)[C:23]1[CH:28]=[CH:27][CH:26]=[CH:25][CH:24]=1>C1(C)C=CC=CC=1>[BrH:1].[CH2:22]([N:29]1[CH:34]=[C:33]([O:35][CH2:36][CH2:37][CH2:38][CH2:39][CH2:40][CH2:41][CH2:42][CH2:43][CH2:44][CH2:45][CH2:46][CH2:47][CH2:48][CH2:49][CH2:50][CH2:51][CH2:52][CH3:53])[C:32](=[O:54])[CH:31]=[C:30]1[CH2:55][Br:1])[C:23]1[CH:28]=[CH:27][CH:26]=[CH:25][CH:24]=1 |f:4.5|. Procedure: 5.1 mL (0.1 mole) Bromine are added dropwise at ambient temperature, while stirring, to a solution of 26.5 g (0.1 mole) triphenylphosphine in 600 mL anhydrous toluene, a white crystalline precipitate thereby being formed. After further stirring for 20 minutes at ambient temperature, 48.17 g (0.1 mole) 1-benzyl-2-hydroxymethyl-5-octadecyloxy-4(1H)-pyridone are added thereto in portions. Thereafter, the reaction mixture is stirred for 2 hours at 70° C., cooled and the precipitated product is filte... Starting materials: B(Br)(Br)Br (boron tribromide), CO (MeOH), COC1=CC=C2CCC(CC2=C1)N(CCC)CCN1CCNCC1 (7-methoxy-N-(2-(piperazin-1-yl)ethyl)-N-propyl-1,2,3,4-tetrahydronaphthalen-2-amine), C(=O)(O)[O-].[Na+] (NaHCO3). The solvent is ClCCl (dichloromethane), C(Cl)Cl (CH2Cl2), CCN(CC)CC (Et3N), C(Cl)Cl (CH2Cl2). Reaction conditions: temperature -78 celsius, time 8 hour. Product: N1(CCNCC1)CCN(C1CCC=2C=CC(=CC2C1)O)CCC (7-[(2-Piperazin-1-yl-ethyl)-propyl-amino]-5,6,7,8-tetrahydro-naphthalen-2-ol). The yield is 75.8%. As a reaction SMILES: C[O:2][C:3]1[CH:12]=[C:11]2[C:6]([CH2:7][CH2:8][CH:9]([N:13]([CH2:17][CH2:18][N:19]3[CH2:24][CH2:23][NH:22][CH2:21][CH2:20]3)[CH2:14][CH2:15][CH3:16])[CH2:10]2)=[CH:5][CH:4]=1.B(Br)(Br)Br.C([O-])(O)=O.[Na+].CO>C(Cl)Cl.CCN(CC)CC>[N:19]1([CH2:18][CH2:17][N:13]([CH2:14][CH2:15][CH3:16])[CH:9]2[CH2:10][C:11]3[CH:12]=[C:3]([OH:2])[CH:4]=[CH:5][C:6]=3[CH2:7][CH2:8]2)[CH2:24][CH2:23][NH:22][CH2:21][CH2:20]1 |f:2.3|. Reported procedure: Compound 8a (2.23 g, 6.73 mmol) was dissolved in 80 ml of CH2Cl2 and cooled to −78° C. 1M boron tribromide solution in dichloromethane (20 ml) was added dropwise and the mixture was allowed to warm to ambient temperature and was stirred overnight. Sat. NaHCO3 was added and the product extracted with dichloromethane, dried over Na2SO4, filtered, and concentrated to yield the crude product. Column chromatography (7:2:1; CH2Cl2:MeOH:Et3N) afforded 1.62 g (76%) of 9a as brown wax. 1H NMR (400 MHz, C... The reactants are C(C)(=O)NC1=CN2C=C(C(=C2C=C1)CC)C1=CC=C(C=C1)OCC1=CC=CC=C1 (6-acetylamino-2-(4-benzyloxyphenyl)-1-ethylindolizine), C(C#C)(=O)OC (methyl propiolate), ClC=1C(C(=C(C(C1Cl)=O)C#N)C#N)=O (2,3-dichloro-5,6-dicyano-1,4-benzoquinone). The solvent is C1(=CC=CC=C1)C (toluene). Reaction conditions: temperature 90 celsius, time 3 hour. Product: C(C)(=O)NC=1C=CC=2N3C(C=C(C13)C(=O)OC)=C(C2CC)C2=CC=C(C=C2)OCC2=CC=CC=C2 (Methyl 7-acetylamino-3-(4-benzyloxyphenyl)-4-ethylpyrrolo[2,1,5-cd]indolizine-1-carboxylate). The yield is 83.0%. Reaction SMILES: [C:1]([NH:4][C:5]1[CH:13]=[CH:12][C:11]2[N:7]([CH:8]=[C:9]([C:16]3[CH:21]=[CH:20][C:19]([O:22][CH2:23][C:24]4[CH:29]=[CH:28][CH:27]=[CH:26][CH:25]=4)=[CH:18][CH:17]=3)[C:10]=2[CH2:14][CH3:15])[CH:6]=1)(=[O:3])[CH3:2].[C:30]([O:34][CH3:35])(=[O:33])[C:31]#[CH:32].ClC1C(=O)C(C#N)=C(C#N)C(=O)C=1Cl>C1(C)C=CC=CC=1>[C:1]([NH:4][C:5]1[CH:13]=[CH:12][C:11]2[N:7]3[C:6]=1[C:31]([C:30]([O:34][CH3:35])=[O:33])=[CH:32][C:8]3=[C:9]([C:16]1[CH:21]=[CH:20][C:19]([O:22][CH2:23][C:24]3[CH:25]=[CH:26][CH:27]=[CH:28][CH:29]=3)=[CH:18][CH:17]=1)[C:10]=2[CH2:14][CH3:15])(=[O:3])[CH3:2]. Procedure: A solution of 6-acetylamino-2-(4-benzyloxyphenyl)-1-ethylindolizine (38.5 g, 0.1 mol) in 3000 ml of toluene was stirred in a nitrogen atmosphere at 50° C. while methyl propiolate (10.2 ml, 0.115 mol) was added dropwise. The mixture was heated to 90° C. and stirring was continued for 3 hours. The mixture was cooled to 4° C. and 2,3-dichloro-5,6-dicyano-1,4-benzoquinone (22.6 g, 0.1 mol) was added in portions. The cooling source was removed and stirring was continued for 16 hours. The mixture was ... Reactants: Cl.CC1=C(NC2=CC=CC=C12)C=1C=NC=CC1 (3-methyl-2-pyridin-3-yl-1H-indole hydrochloride), BrCC1=CC=C(C=C1)S(=O)(=O)C (1-bromomethyl-4-methanesulfonyl-benzene). Product: CS(=O)(=O)C1=CC=C(CN2C(=C(C3=CC=CC=C23)C)C=2C=NC=CC2)C=C1 (1-(4-methanesulfonyl-benzyl)-3-methyl-2-pyridin-3-yl-1H-indole). As a reaction SMILES: Cl.[CH3:2][C:3]1[C:11]2[C:6](=[CH:7][CH:8]=[CH:9][CH:10]=2)[NH:5][C:4]=1[C:12]1[CH:13]=[N:14][CH:15]=[CH:16][CH:17]=1.Br[CH2:19][C:20]1[CH:25]=[CH:24][C:23]([S:26]([CH3:29])(=[O:28])=[O:27])=[CH:22][CH:21]=1>>[CH3:29][S:26]([C:23]1[CH:24]=[CH:25][C:20]([CH2:19][N:5]2[C:6]3[C:11](=[CH:10][CH:9]=[CH:8][CH:7]=3)[C:3]([CH3:2])=[C:4]2[C:12]2[CH:13]=[N:14][CH:15]=[CH:16][CH:17]=2)=[CH:21][CH:22]=1)(=[O:27])=[O:28] |f:0.1|. Procedure: 3-Methyl-2-pyridin-3-yl-1H-indole hydrochloride (Example 1) and 1-bromomethyl-4-methanesulfonyl-benzene are processed according to the method described in Example 11 to give 1-(4-methanesulfonyl-benzyl)-3-methyl-2-pyridin-3-yl-1H-indole. 1H NMR (400 MHz, MeOD) δ ppm 2.33 (s, 3H), 3.08 (s, 3H), 5.46 (s, 2H), 7.08 (d, J=8.1 Hz, 2H), 7.18 (t, J=7.3 Hz, 1H), 7.24 (t, J=7.6 Hz, 1H), 7.34 (d, J=8.1 Hz, 1H), 7.55 (dd, J=7.8, 4.8 Hz, 1H), 7.68 (d, J=7.8 Hz, 1H), 7.81 (d, J=8.3 Hz, 2H), 7.85 (dt, J=7.8, ... The reactants are resultant mixture, NC=1C(=CC(=C(C1)S)Cl)F (5-amino-2-chloro-4-fluorothiophenol), [OH-].[Na+] (sodium hydroxide), O (water), C(C#C)Cl (propargyl chloride). The reagents and catalysts are [Cl-].C(CCC)[N+](CC1=CC=CC=C1)(CCCC)CCCC (tributylbenzylammonium chloride). Solvent: C(C)OCC (diethyl ether). Yields the product ClC1=CC(=C(N)C=C1SCC#C)F (4-chloro-2-fluoro-5-propargylthioaniline). Yield: 31.9%. RXN SMILES: [NH2:1][C:2]1[C:3]([F:10])=[CH:4][C:5]([Cl:9])=[C:6]([SH:8])[CH:7]=1.[OH-].[Na+].O.[CH2:14](Cl)[C:15]#[CH:16]>[Cl-].C([N+](CCCC)(CCCC)CC1C=CC=CC=1)CCC.C(OCC)C>[Cl:9][C:5]1[C:6]([S:8][CH2:16][C:15]#[CH:14])=[CH:7][C:2]([NH2:1])=[C:3]([F:10])[CH:4]=1 |f:1.2,5.6|. Procedure: To a mixture of 5-amino-2-chloro-4-fluorothiophenol (8.4 g), sodium hydroxide (3 g), water (80 ml), diethyl ether (40 ml) and tributylbenzylammonium chloride (0.1 g), propargyl chloride (5.2 g) was dropwise added at room temperature (ca. 20° to 25° C.), and the resultant mixture was stirred at the same temperature for 3 hours. The water layer was separated and extracted with ether. The ether extract was combined with the ether layer, washed with water, dried and concentrated under reduced pressu... Reactants: CCN1C(=O)COc2ccc(C(O)(C(C)c3ccc(OS(=O)(=O)C(F)(F)F)cc3Cl)C(F)(F)F)cc21, COC(=O)c1ccc(B(O)O)cc1F. Product: CCN1C(=O)COc2ccc(C(O)(C(C)c3ccc(-c4ccc(C(=O)OC)c(F)c4)cc3Cl)C(F)(F)F)cc21. As a reaction SMILES: [Cl:1][c:2]1[cH:3][c:4]([O:29][S:30]([C:31]([F:32])([F:33])[F:34])(=[O:35])=[O:36])[cH:5][cH:6][c:7]1[CH:8]([C:9]([C:10]([F:11])([F:12])[F:13])([OH:14])[c:15]1[cH:16][cH:17][c:18]2[c:19]([cH:27]1)[N:20]([CH2:25][CH3:26])[C:21](=[O:24])[CH2:22][O:23]2)[CH3:28].[F:37][c:38]1[cH:39][c:40]([B:48]([OH:49])[OH:50])[cH:41][cH:42][c:43]1[C:44](=[O:45])[O:46][CH3:47]>>[Cl:1][c:2]1[cH:3][c:4](-[c:40]2[cH:39][c:38]([F:37])[c:43]([C:44](=[O:45])[O:46][CH3:47])[cH:42][cH:41]2)[cH:5][cH:6][c:7]1[CH:8]([C:9]([C:10]([F:11])([F:12])[F:13])([OH:14])[c:15]1[cH:16][cH:17][c:18]2[c:19]([cH:27]1)[N:20]([CH2:25][CH3:26])[C:21](=[O:24])[CH2:22][O:23]2)[CH3:28].